Dataset: the Open Reaction Database (ORD), a public repository of structured organic reaction records. Task: describe an organic reaction: reactants, conditions, products, and yield Reactants: [Si](C)(C)(C(C)(C)C)OC1=C(C=C(C=C1CCC)C=C)CCC (t-Butyldimethylsilyloxy-2,6-dipropyl-4-vinyl benzene), B.C1CCOC1 (borane THF), [O-][O-].[Na+].[Na+] (sodium peroxide), [OH-].[Na+] (sodium hydroxide). The solvent is C1CCOC1 (THF), C(C)(=O)OCC (ethyl acetate). Conditions: time 1 hour. Product: [Si](C)(C)(C(C)(C)C)OC1=C(C=C(C=C1CCC)CCO)CCC (t-Butyldimethylsilyloxy-2,6-dipropyl-4-(2-hydroxyethyl)-benzene). RXN SMILES: [Si:1]([O:8][C:9]1[C:14]([CH2:15][CH2:16][CH3:17])=[CH:13][C:12]([CH:18]=[CH2:19])=[CH:11][C:10]=1[CH2:20][CH2:21][CH3:22])([C:4]([CH3:7])([CH3:6])[CH3:5])([CH3:3])[CH3:2].B.C1C[O:27]CC1.[O-][O-].[Na+].[Na+].[OH-].[Na+]>C1COCC1.C(OCC)(=O)C>[Si:1]([O:8][C:9]1[C:10]([CH2:20][CH2:21][CH3:22])=[CH:11][C:12]([CH2:18][CH2:19][OH:27])=[CH:13][C:14]=1[CH2:15][CH2:16][CH3:17])([C:4]([CH3:7])([CH3:6])[CH3:5])([CH3:3])[CH3:2] |f:1.2,3.4.5,6.7|. Procedure details: To a solution of 475 mg (1.48 mmol) of the product of Step B in 3 mL of THF at 0° C. was added 1.6 mL (1.62 mmol) of a 1N borane/THF solution. After 1 hour TLC indicated that the starting material had been consumed. The reaction mixture was quenched with 3 drops of methanol and then 0.70 mL (6.22 mmol) of 30% sodium peroxide and 6.2 mL (6.2 mmol) of 1 N sodium hydroxide were added., After two hours the reaction mixture was diluted with ethyl acetate and washed with water and brine. The organic l... Starting materials: C1N(CC2C1CNC2)C=2C=CC=1N(N2)C(=NN1)C(F)(F)F (6-(hexahydropyrrolo[3,4-c]pyrrol-2(1H)-yl)-3-(trifluoromethyl)-[1,2,4]triazolo[4,3-b]pyridazine), C(=O)C1=CC=C(C#N)C=C1 (4-formylbenzonitrile). The product is FC(C1=NN=C2N1N=C(C=C2)N2CC1C(C2)CN(C1)CC1=CC=C(C#N)C=C1)(F)F (4-[[5-[3-(trifluoromethyl)-[1,2,4]triazolo[4,3-b]pyridazin-6-yl]-1,3,3a,4,6,6a-hexahydropyrrolo[3,4-c]pyrrol-2-yl]methyl]benzonitrile). RXN SMILES: [CH2:1]1[CH:5]2[CH2:6][NH:7][CH2:8][CH:4]2[CH2:3][N:2]1[C:9]1[CH:10]=[CH:11][C:12]2[N:13]([C:15]([C:18]([F:21])([F:20])[F:19])=[N:16][N:17]=2)[N:14]=1.[CH:22]([C:24]1[CH:31]=[CH:30][C:27]([C:28]#[N:29])=[CH:26][CH:25]=1)=O>>[F:19][C:18]([F:20])([F:21])[C:15]1[N:13]2[N:14]=[C:9]([N:2]3[CH2:3][CH:4]4[CH2:8][N:7]([CH2:22][C:24]5[CH:31]=[CH:30][C:27]([C:28]#[N:29])=[CH:26][CH:25]=5)[CH2:6][CH:5]4[CH2:1]3)[CH:10]=[CH:11][C:12]2=[N:17][N:16]=1. Procedure details: Reductive amination of 6-(hexahydropyrrolo[3,4-c]pyrrol-2(1H)-yl)-3-(trifluoromethyl)-[1,2,4]triazolo[4,3-b]pyridazine with 4-formylbenzonitrile was carried out according to General Synthetic Method 10. The crude product was purified by hplc using a Waters XBridge Prep C18 OBD column, 5μ silica, 30 mm diameter, 100 mm length eluted with decreasingly polar mixtures of water (containing 0.1% aqueous ammonia) and acetonitrile as eluents to give 4-[[5-[3-(trifluoromethyl)-[1,2,4]triazolo[4,3-b]pyrid... The reactants are [Cl-].[Ca+2].[Cl-] (calcium chloride), C(C1=CC=C(C(=O)[O-])C=C1)(=O)[O-].[Na+].[Na+] (sodium terephthalate). Reaction conditions: temperature 200 celsius. Product: C(C1=CC=C(C(=O)[O-])C=C1)(=O)[O-].[Ca+2] (calcium terephthalate). Reaction SMILES: [Cl-].[Ca+2:2].[Cl-].[C:4]([O-:15])(=[O:14])[C:5]1[CH:13]=[CH:12][C:8]([C:9]([O-:11])=[O:10])=[CH:7][CH:6]=1.[Na+].[Na+]>>[C:4]([O-:15])(=[O:14])[C:5]1[CH:13]=[CH:12][C:8]([C:9]([O-:11])=[O:10])=[CH:7][CH:6]=1.[Ca+2:2] |f:0.1.2,3.4.5,6.7|. Procedure: Separately, 3.0 l of an aqueous 10% (v/v) calcium chloride solution was placed into a 20 l reactor equipped with a stirrer and 11.3 l of an aqueous 5% (w/v) sodium terephthalate solution was added with stirring. The precipitated calcium terephthalate trihydrate was collected by solid-liquid separation and heated for 2 hours at 200° C. to convert into the anhydrous salt. The resulting particles were plates of 2 to 4μ in thickness and 10 to 30μ in maximum diameter. A portion of the calcium terepht...